From a dataset of the Open Reaction Database (ORD), a public repository of structured organic reaction records. describe an organic reaction: reactants, conditions, products, and yield Reactants: C(C1=CC=CC=C1)N(C1(COCC1)CNC1=CC(=NC2=CC=C(C=C12)C)N1CCS(C2=C(C1)C=CC=C2)(=O)=O)CC2=CC=CC=C2 (N-{[3-(Dibenzylamino)tetrahydrofuran-3-yl]methyl}-2-(1,1-dioxido-2,3-dihydro-1,4-benzothiazepin-4(5H)-yl)-6-methylquinolin-4-amine), CC(CN)(C)N (2-methylpropane-1,2-diamine). Product: O=S1(CCN(CC2=C1C=CC=C2)C2=NC1=CC=CC=C1C(=C2)NCC(C)(N)C)=O (N˜1˜-[2-(1,1-Dioxido-2,3-dihydro-1,4-benzothiazepin-4(5H)-yl)quinolin-4-yl]-2-methylpropane-1,2-diamine). As a reaction SMILES: C([N:8](CC1C=CC=CC=1)[C:9]1([CH2:14][NH:15][C:16]2[C:25]3[C:20](=[CH:21][CH:22]=[C:23](C)[CH:24]=3)[N:19]=[C:18]([N:27]3[CH2:33][C:32]4[CH:34]=[CH:35][CH:36]=[CH:37][C:31]=4[S:30](=[O:39])(=[O:38])[CH2:29][CH2:28]3)[CH:17]=2)[CH2:13]CO[CH2:10]1)C1C=CC=CC=1.CC(N)(C)CN>>[O:39]=[S:30]1(=[O:38])[C:31]2[CH:37]=[CH:36][CH:35]=[CH:34][C:32]=2[CH2:33][N:27]([C:18]2[CH:17]=[C:16]([NH:15][CH2:14][C:9]([CH3:10])([NH2:8])[CH3:13])[C:25]3[C:20](=[CH:21][CH:22]=[CH:23][CH:24]=3)[N:19]=2)[CH2:28][CH2:29]1. Procedure: The title compound was prepared in analogy to Example 5-1 in Scheme 5 by using 4-(4-chloroquinolin-2-yl)-2,3,4,5-tetrahydro-1,4-benzothiazepine 1,1-dioxide (prepared in analogy to 4-(4-chloro-6-methylquinolin-2-yl)-2,3,4,5-tetrahydro-1,4-benzothiazepine 1,1-dioxide in Example 2-1 by using and 2,4-dichloroquinoline 2,3,4,5-tetrahydro-1,4-benzothiazepine) and 2-methylpropane-1,2-diamine. MS obsd. (ESI+) [(M+H)+] 411, 1H NMR (400 MHz, CD3OD) δ ppm 8.02-7.93 (m, 1 H), 7.87 (s, 2 H), 7.64-7.57 (m, 1 ... The reactants are BrC=1C=C(C(=C(C(=O)O)C1)O)C(C)O (5-bromo-2-hydroxy-3-(1-hydroxy-ethyl)-benzoic acid), C(C)[SiH](CC)CC (triethyl silane). Run in FC(C(=O)O)(F)F (trifluoroacetic acid). Reaction conditions: temperature 90 celsius. The product is BrC=1C=C(C(=C(C(=O)O)C1)O)CC (5-bromo-3-ethyl-2-hydroxy-benzoic acid). Isolated yield 61.7%. As a reaction SMILES: [Br:1][C:2]1[CH:3]=[C:4]([CH:12](O)[CH3:13])[C:5]([OH:11])=[C:6]([CH:10]=1)[C:7]([OH:9])=[O:8].C([SiH](CC)CC)C>FC(F)(F)C(O)=O>[Br:1][C:2]1[CH:3]=[C:4]([CH2:12][CH3:13])[C:5]([OH:11])=[C:6]([CH:10]=1)[C:7]([OH:9])=[O:8]. Reported procedure: 974 mg (3.73 mmol) of 5-bromo-2-hydroxy-3-(1-hydroxy-ethyl)-benzoic acid was dissolved in trifluoroacetic acid under nitrogen. 715 μL (521 mg, 4.48 mmol) of triethyl silane was added and the resulting mixture was heated to 90° C. for 2 h. The mixture was evaporated and the residue purified by flash chromatography on silica gel using a gradient of ethyl acetate in hexanes to afford 563 mg (2.30 mmol, 62%) of 5-bromo-3-ethyl-2-hydroxy-benzoic acid as a colorless solid. MS: m/z 243.0+244.9 (M+H+). The reactants are O (Water), S1C(=NC2=C1C=CC=C2)NC(OCC(Cl)(Cl)Cl)=O (2,2,2-trichloroethyl 1,3-benzothiazol-2-ylcarbamate), C1(=CC=CC=C1)C1=NSC(=N1)N1CCNCC1 (1-(3-phenyl-1,2,4-thiadiazol-5-yl)piperazine), C(C)(C)N(CC)C(C)C (diisopropylethylamine). The solvent is CS(=O)C (dimethyl sulfoxide). Yields the product S1C(=NC2=C1C=CC=C2)NC(=O)N2CCN(CC2)C2=NC(=NS2)C2=CC=CC=C2 (N-1,3-Benzothiazol-2-yl-4-(3-phenyl-1,2,4-thiadiazol-5-yl)piperazine-1-carboxamide). Isolated yield 26.1%. RXN SMILES: [S:1]1[C:5]2[CH:6]=[CH:7][CH:8]=[CH:9][C:4]=2[N:3]=[C:2]1[NH:10][C:11](=[O:18])OCC(Cl)(Cl)Cl.[C:19]1([C:25]2[N:29]=[C:28]([N:30]3[CH2:35][CH2:34][NH:33][CH2:32][CH2:31]3)[S:27][N:26]=2)[CH:24]=[CH:23][CH:22]=[CH:21][CH:20]=1.C(N(C(C)C)CC)(C)C.O>CS(C)=O>[S:1]1[C:5]2[CH:6]=[CH:7][CH:8]=[CH:9][C:4]=2[N:3]=[C:2]1[NH:10][C:11]([N:33]1[CH2:34][CH2:35][N:30]([C:28]2[S:27][N:26]=[C:25]([C:19]3[CH:24]=[CH:23][CH:22]=[CH:21][CH:20]=3)[N:29]=2)[CH2:31][CH2:32]1)=[O:18]. Procedure: A mixed solution of 2,2,2-trichloroethyl 1,3-benzothiazol-2-ylcarbamate (240 mg, 0.738 mmol), 1-(3-phenyl-1,2,4-thiadiazol-5-yl)piperazine (200 mg, 0.812 mmol) and diisopropylethylamine (0.129 ml, 0.738 mmol) in dimethyl sulfoxide (2.5 ml) was stirred at 70° C. for 3 hours. Water was poured to the reaction mixture, and the resulting solution was extracted with ethyl acetate. The extract was washed with water and dried over anhydrous magnesium sulfate, and the solvent was distilled off under redu...